Dataset: the Open Reaction Database (ORD), a public repository of structured organic reaction records. Task: describe an organic reaction: reactants, conditions, products, and yield Starting materials: S(C)(=O)(=O)[O-] (mesylate), [N-]=[N+]=[N-].[Na+] (sodium azide), FCCN(C)C1CN(C1)C1=C(C=C(C=C1)N1C(O[C@@H](C1)CCS(=O)(=O)[O-])=O)F ((R)-[[3-[4-[3-[N-(2-fluoroethyl)-N-methylamino]-1-azetidinyl]-3-fluorophenyl]-2-oxo-5-oxazolidinyl]methyl]methanesulfonate), [N-]=[N+]=[N-].[Na+] (sodium azide), CO.C(Cl)(Cl)Cl (methanol chloroform). The solvent is CN(C=O)C (N,N-dimethylformamide). Conditions: temperature 65 celsius, time 3 hour. The product is FCCN(C)C1CN(C1)C1=C(C=C(C=C1)N1C(O[C@H](C1)CN=[N+]=[N-])=O)F ((R)-[[3-[4-[3-[N-(2-fluoroethyl)-N-methylamino]-1-azetidinyl]-3-fluorophenyl]-2-oxo-5-oxazolidinyl]methyl]azide). The yield is 85.9%. Reaction SMILES: [F:1][CH2:2][CH2:3][N:4]([CH:6]1[CH2:9][N:8]([C:10]2[CH:15]=[CH:14][C:13]([N:16]3[CH2:20][C@@H:19]([CH2:21]CS([O-])(=O)=O)[O:18][C:17]3=[O:27])=[CH:12][C:11]=2[F:28])[CH2:7]1)[CH3:5].[N-:29]=[N+:30]=[N-:31].[Na+].CO.C(Cl)(Cl)Cl.S([O-])(=O)(=O)C>CN(C)C=O>[F:1][CH2:2][CH2:3][N:4]([CH:6]1[CH2:9][N:8]([C:10]2[CH:15]=[CH:14][C:13]([N:16]3[CH2:20][C@H:19]([CH2:21][N:29]=[N+:30]=[N-:31])[O:18][C:17]3=[O:27])=[CH:12][C:11]=2[F:28])[CH2:7]1)[CH3:5] |f:1.2,3.4|. Procedure details: A solution of (R)-[[3-[4-[3-[N-(2-fluoroethyl)-N-methylamino]-1-azetidinyl]-3-fluorophenyl]-2-oxo-5-oxazolidinyl]methyl]methanesulfonate (1.65 g, 3.94 mmol) in dry N,N-dimethylformamide (15 mL) was treated with solid sodium azide (0.768 g, 11.8 mmol). The reaction mixture was then heated to 65° C. under a nitrogen atmosphere. After 3 h, TLC analysis (5% methanol/chloroform) revealed a small amount of starting mesylate still remained. An additional portion of sodium azide (0.256 g, 3.94 mmol) was... The reactants are C(C)(C)(C)N1N=CC(=C(C1=O)Cl)O (2-t-butyl-4-chloro-5-hydroxy-3(2H)-pyridazinone), C(C)OCCOC1=CC=C(CBr)C=C1 (4-(2-ethoxyethoxy)-benzyl bromide), O (water), C([O-])([O-])=O.[K+].[K+] (potassium carbonate). Solvent: CN(C=O)C (N,N-dimethylformamide). Run at time 3 hour. The product is C(C)(C)(C)N1N=CC(=C(C1=O)Cl)OCC1=CC=C(C=C1)OCCOCC (2-t-butyl-4-chloro-5-[4-(2-ethoxyethoxy)benzyloxy]-3(2H)-pyridazinone). The yield is 58.5%. Reaction SMILES: [C:1]([N:5]1[C:10](=[O:11])[C:9]([Cl:12])=[C:8]([OH:13])[CH:7]=[N:6]1)([CH3:4])([CH3:3])[CH3:2].[CH2:14]([O:16][CH2:17][CH2:18][O:19][C:20]1[CH:27]=[CH:26][C:23]([CH2:24]Br)=[CH:22][CH:21]=1)[CH3:15].C(=O)([O-])[O-].[K+].[K+].O>CN(C)C=O>[C:1]([N:5]1[C:10](=[O:11])[C:9]([Cl:12])=[C:8]([O:13][CH2:24][C:23]2[CH:22]=[CH:21][C:20]([O:19][CH2:18][CH2:17][O:16][CH2:14][CH3:15])=[CH:27][CH:26]=2)[CH:7]=[N:6]1)([CH3:4])([CH3:2])[CH3:3] |f:2.3.4|. Procedure: In 10 ml of N,N-dimethylformamide were dissolved 1.0 g of 2-t-butyl-4-chloro-5-hydroxy-3(2H)-pyridazinone and 1.3 g of 4-(2-ethoxyethoxy)-benzyl bromide, and then 1.0 g of anhydrous potassium carbonate was added thereto. The mixture was heated with stirring on an oil bath at 90° to 100° C. for 3 hours, poured into water, extracted with benzene, washed with water and dried over anhydrous sodium sulfate. Benzene was distilled off under reduced pressure and the resulting oil was purified by means o...